This data is from the Open Reaction Database (ORD), a public repository of structured organic reaction records. The task is: describe an organic reaction: reactants, conditions, products, and yield The reactants are N1(CC[C@H]2NCCC[C@H]21)C=2C1=C(N=CN2)NC=C1 (4-[(3aR,7aR)-octahydro-1H-pyrrolo[3,2-b]pyridin-1-yl]-7H-pyrrolo[2,3-d]pyrimidine), CCN(C(C)C)C(C)C (DIPEA), C(C)(C)S(=O)(=O)Cl (isopropylsulfonyl chloride). The reagents and catalysts are CN(C)C=1C=CN=CC1 (DMAP). Solvent: C(C)#N (acetonitrile), CS(=O)C (DMSO). Reaction conditions: time 20 hour. Yields the product CC(C)S(=O)(=O)N1[C@H]2[C@@H](CCC1)N(CC2)C=2C1=C(N=CN2)NC=C1 (4-{(3aR,7aR)-4-[(1-methylethyl)sulfonyl]octahydro-1H-pyrrolo[3,2-b]pyridin-1-yl}-7H-pyrrolo[2,3-d]pyrimidine). Reaction SMILES: [N:1]1([C:10]2[C:11]3[CH:18]=[CH:17][NH:16][C:12]=3[N:13]=[CH:14][N:15]=2)[C@H:9]2[C@H:4]([NH:5][CH2:6][CH2:7][CH2:8]2)[CH2:3][CH2:2]1.CCN(C(C)C)C(C)C.[CH:28]([S:31](Cl)(=[O:33])=[O:32])([CH3:30])[CH3:29]>C(#N)C.CN(C1C=CN=CC=1)C.CS(C)=O>[CH3:29][CH:28]([S:31]([N:5]1[CH2:6][CH2:7][CH2:8][C@H:9]2[N:1]([C:10]3[C:11]4[CH:18]=[CH:17][NH:16][C:12]=4[N:13]=[CH:14][N:15]=3)[CH2:2][CH2:3][C@@H:4]12)(=[O:33])=[O:32])[CH3:30]. Procedure details: To a solution of 4-[(3aR,7aR)-octahydro-1H-pyrrolo[3,2-b]pyridin-1-yl]-7H-pyrrolo[2,3-d]pyrimidine (12 mg, 0.049 mmol) in acetonitrile (493 tip was added DMAP (9.0 mg, 0.074 mmol) and DIPEA (17 μL, 0.099 mmol) followed by isopropylsulfonyl chloride (12 mg, 0.049 mmol). The reaction mixture was stirred for 20 hours at room temperature before being diluted with 1.0 mL DMSO and purified by mass-triggered reverse-phase HPLC using a Waters X-bridge Prep C18 column (5 micron, 19×100 mm), eluting with ... Starting materials: C(C)(C)(C)OC(=O)NC=1C=CC=2N(C1)C(=NC2)C(=O)C=2C=CC(=C(C(=O)OC)C2)[N+](=O)[O-] (methyl 5-({6-[(tert-butoxycarbonyl)amino]imidazo[1,5-a]pyridin-3-yl}carbonyl)-2-nitrobenzoate), [H-].[Na+] (sodium hydride), S(=O)(=O)(O)[O-].[K+] (potassium hydrogensulfate), CI (methyl iodide). The solvent is CN(C=O)C (dimethylformamide), CN(C=O)C (dimethylformamide). Conditions: time 30 minute. Yields the product C(C)(C)(C)OC(=O)N(C=1C=CC=2N(C1)C(=NC2)C(=O)C=2C=CC(=C(C(=O)OC)C2)[N+](=O)[O-])C (Methyl 5-({6-[(tert-butoxycarbonyl)(methyl)amino]-imidazo[1,5-a]pyridin-3-yl}carbonyl)-2-nitrobenzoate). The yield is 85.0%. Reaction SMILES: [C:1]([O:5][C:6]([NH:8][C:9]1[CH:10]=[CH:11][C:12]2[N:13]([C:15]([C:18]([C:20]3[CH:21]=[CH:22][C:23]([N+:30]([O-:32])=[O:31])=[C:24]([CH:29]=3)[C:25]([O:27][CH3:28])=[O:26])=[O:19])=[N:16][CH:17]=2)[CH:14]=1)=[O:7])([CH3:4])([CH3:3])[CH3:2].[H-].[Na+].[CH3:35]I.S([O-])(O)(=O)=O.[K+]>CN(C)C=O>[C:1]([O:5][C:6]([N:8]([CH3:35])[C:9]1[CH:10]=[CH:11][C:12]2[N:13]([C:15]([C:18]([C:20]3[CH:21]=[CH:22][C:23]([N+:30]([O-:32])=[O:31])=[C:24]([CH:29]=3)[C:25]([O:27][CH3:28])=[O:26])=[O:19])=[N:16][CH:17]=2)[CH:14]=1)=[O:7])([CH3:4])([CH3:2])[CH3:3] |f:1.2,4.5|. Procedure: 540 mg (1.23 mmol) of methyl 5-({6-[(tert-butoxycarbonyl)amino]imidazo[1,5-a]pyridin-3-yl}carbonyl)-2-nitrobenzoate in 10 ml of dimethylformamide are added to 53.9 mg (1.35 mmol) of sodium hydride (60% dispersion in oil) in 2 ml of dimethylformamide, the mixture is stirred at ambient temperature for 30 minutes, then 84 μl (1.35 mmol) of methyl iodide are added and the mixture is left stirring at ambient temperature overnight. The mixture is acidified to pH=4 with an aqueous potassium hydrogensul...